From a dataset of the Open Reaction Database (ORD), a public repository of structured organic reaction records. describe an organic reaction: reactants, conditions, products, and yield Reactants: C(C)(=O)N1CCOCC1 (N-acetyl morpholine), ClC1=CC=C(C(=O)C2=CC(=C(C=C2)OC)OC)C=C1 (4-Chloro-3', 4'-dimethoxybenzophenone), C(C)(=O)N1CCOCC1 (N-acetyl morpholine), [OH-].[Na+] (sodium hydroxide). The solvent is CCCCCCCC (n-octane). Reaction conditions: temperature 127 celsius, time 10 hour. The product is ClC1=CC=C(C=C1)C(=CC(=O)N1CCOCC1)C1=CC(=C(C=C1)OC)OC (3-(4-Chlorophenyl)-3-(3,4-dimethoxyphenyl)-acrylic acid morpholide). RXN SMILES: [Cl:1][C:2]1[CH:19]=[CH:18][C:5]([C:6]([C:8]2[CH:13]=[CH:12][C:11]([O:14][CH3:15])=[C:10]([O:16][CH3:17])[CH:9]=2)=O)=[CH:4][CH:3]=1.[C:20]([N:23]1[CH2:28][CH2:27][O:26][CH2:25][CH2:24]1)(=[O:22])[CH3:21].[OH-].[Na+]>CCCCCCCC>[Cl:1][C:2]1[CH:19]=[CH:18][C:5]([C:6]([C:8]2[CH:13]=[CH:12][C:11]([O:14][CH3:15])=[C:10]([O:16][CH3:17])[CH:9]=2)=[CH:21][C:20]([N:23]2[CH2:28][CH2:27][O:26][CH2:25][CH2:24]2)=[O:22])=[CH:4][CH:3]=1 |f:2.3|. Procedure: 4-Chloro-3', 4'-dimethoxybenzophenone (276.7 g; 1 mol), N-acetyl morpholine (387.6 g; 3 mol) and powdered sodium hydroxide (40.0 g; 1 mol) in n-octane (600 ml) were refluxed under stirring for 10 hours at a column internal temperature of 127° C. The refluxing condensate (3 l/h) was passed through a column packed with molecular sieves (4 A, 150 g). Subsequently, n-octane (450 ml) was distilled off and toluene (1 l) was added. The mixture was heated to 80° C. and extracted once with 500 ml water a...